This data is from the Open Reaction Database (ORD), a public repository of structured organic reaction records. The task is: describe an organic reaction: reactants, conditions, products, and yield Starting materials: CCNC=C(C(CCC)=CCCCCC)CC (N-2-ethyl-hexylidene-(2-ethylhexen-1-ylamine)), C=CC=C (1,3-butadiene), C(C)C1(C=NC(CC=CCCC=CC1)C(CC)CCCC)CCCC (3-ethyl-3-n-butyl-12-(3-heptyl)-1-aza-1,5,9-cyclododecatriene). The product is C(CCC)C1(C=NC(CCCCCCCC1)C(CC)CCCC)CC (3-n-butyl-3-ethyl-12-(3-heptyl)-1-azacyclododecene). RXN SMILES: CCNC=C(CC)C(=CCCCCC)CCC.C=CC=C.[CH2:22]([C:24]1([CH2:43][CH2:44][CH2:45][CH3:46])[CH2:35][CH:34]=[CH:33][CH2:32][CH2:31][CH:30]=[CH:29][CH2:28][CH:27]([CH:36]([CH2:39][CH2:40][CH2:41][CH3:42])[CH2:37][CH3:38])[N:26]=[CH:25]1)[CH3:23]>>[CH2:43]([C:24]1([CH2:22][CH3:23])[CH2:35][CH2:34][CH2:33][CH2:32][CH2:31][CH2:30][CH2:29][CH2:28][CH:27]([CH:36]([CH2:39][CH2:40][CH2:41][CH3:42])[CH2:37][CH3:38])[N:26]=[CH:25]1)[CH2:44][CH2:45][CH3:46]. Reported procedure: Reaction of N-2-ethyl-hexylidene-(2-ethylhexen-1-ylamine) [produced by reaction of 2-ethylcaproaldehyde with ammonia] with 1,3-butadiene to 3-ethyl-3-n-butyl-12-(3-heptyl)-1-aza-1,5,9-cyclododecatriene (7:3 isomeric mixture; b.p. 106°-109° C./13 Pa; nD20 =1.4895), and hydrogenation to obtain 3-n-butyl-3-ethyl-12-(3-heptyl)-1-azacyclododecene; b.p. 130° C./4 Pa. Reactants: 69, C(=C)N=C=O (vinyl isocyanate), [N-]=C=O (isocyanate), C1(CCCCCN1)=O (ε-caprolactam). The solvent is C(C)(=O)OCC (ethyl acetate), C(C)(=O)OCC (ethyl acetate). Run at temperature 50 celsius. Yields the product C(=C)N=C=O.C1(CCCCCN1)=O (Vinyl isocyanate ε-caprolactam). As a reaction SMILES: [C:1]1(=[O:8])[NH:7][CH2:6][CH2:5][CH2:4][CH2:3][CH2:2]1.C(N=C=O)=C.[N-]=C=O>C(OCC)(=O)C>[CH:6]([N:7]=[C:1]=[O:8])=[CH2:5].[C:1]1(=[O:8])[NH:7][CH2:6][CH2:5][CH2:4][CH2:3][CH2:2]1 |f:4.5|. Reported procedure: 113 parts of ε-caprolactam and 91 parts of ethyl acetate (+0.015% of dibutyl-tin dilaurate) are introduced into a reaction vessel and the mixture is heated to about 50° C. A mixture of 69 parts of vinyl isocyanate and 91 parts of ethyl acetate is then added dropwise in the course of 1 hour, after which the mixture is allowed to react for 5 hours. A pale yellow clear solution is obtained. Blocked isocyanate content: 11.5%. Starting materials: O=C1c2ccccc2C(=O)N1CCBr, CC#N, Fc1ccc2c(N3CCNCC3)n[nH]c2c1, [K+], [K+], O=C([O-])[O-], O. Product: O=C1c2ccccc2C(=O)N1CCN1CCN(c2n[nH]c3cc(F)ccc23)CC1. As a reaction SMILES: [Br:23][CH2:24][CH2:25][N:26]1[C:27](=[O:36])[c:28]2[c:29]([cH:32][cH:33][cH:34][cH:35]2)[C:30]1=[O:31].[CH3:37][C:38]#[N:39].[F:1][c:2]1[cH:3][cH:4][c:5]2[c:6]([N:11]3[CH2:12][CH2:13][NH:14][CH2:15][CH2:16]3)[n:7][nH:8][c:9]2[cH:10]1.[K+:17].[K+:18].[O-:19][C:20]([O-:21])=[O:22].[OH2:40]>>[F:1][c:2]1[cH:3][cH:4][c:5]2[c:6]([N:11]3[CH2:12][CH2:13][N:14]([CH2:24][CH2:25][N:26]4[C:27](=[O:36])[c:28]5[c:29]([cH:32][cH:33][cH:34][cH:35]5)[C:30]4=[O:31])[CH2:15][CH2:16]3)[n:7][nH:8][c:9]2[cH:10]1. Reactants: ClC=1C=C2C=CC(=CC2=CC1)S(=O)(=O)N1CC(N(C(C1)=O)N(C1CCN(CC1)C1=CC=NC=C1)C)C(=O)O (4-[(6-Chloro-2-naphthyl)sulfonyl)-1-[methyl[1-(4-pyridinyl)-4-piperidinyl]amino]-6-oxo-2-piperazinecarboxylic Acid), N1CCSCC1 (thiomorpholine). Product: Cl.ClC=1C=C2C=CC(=CC2=CC1)S(=O)(=O)N1CC(N(C(C1)C(=O)N1CCSCC1)N(C1CCN(CC1)C1=CC=NC=C1)C)=O (4-[(6-Chloro-2-naphthyl)sulfonyl]-1-[methyl[1-(4-pyridinyl)-4-piperidinyl]amino]-6-(4-thiomorpholinylcarbonyl)-2-piperazinone Hydrochloride). Reaction SMILES: [Cl:1][C:2]1[CH:3]=[C:4]2[C:9](=[CH:10][CH:11]=1)[CH:8]=[C:7]([S:12]([N:15]1[CH2:20][C:19](=[O:21])[N:18]([N:22]([CH3:35])[CH:23]3[CH2:28][CH2:27][N:26]([C:29]4[CH:34]=[CH:33][N:32]=[CH:31][CH:30]=4)[CH2:25][CH2:24]3)[CH:17]([C:36](O)=[O:37])[CH2:16]1)(=[O:14])=[O:13])[CH:6]=[CH:5]2.[NH:39]1[CH2:44][CH2:43][S:42][CH2:41][CH2:40]1>>[ClH:1].[Cl:1][C:2]1[CH:3]=[C:4]2[C:9](=[CH:10][CH:11]=1)[CH:8]=[C:7]([S:12]([N:15]1[CH2:16][CH:17]([C:36]([N:39]3[CH2:44][CH2:43][S:42][CH2:41][CH2:40]3)=[O:37])[N:18]([N:22]([CH3:35])[CH:23]3[CH2:24][CH2:25][N:26]([C:29]4[CH:30]=[CH:31][N:32]=[CH:33][CH:34]=4)[CH2:27][CH2:28]3)[C:19](=[O:21])[CH2:20]1)(=[O:14])=[O:13])[CH:6]=[CH:5]2 |f:2.3|. Procedure: Similarly to Example 116 and using 4-[(6-chloro-2-naphthyl)sulfonyl)-1-[methyl[1-(4-pyridinyl)-4-piperidinyl]amino]-6-oxo-2-piperazinecarboxylic acid (0.15 g) obtained in Example 110 and thiomorpholine (0.041 ml), the title compound (0.07 g) was obtained as a colorless powder. Reactants: FC1=CC(=C(C(=O)NC)C=C1)[N+](=O)[O-] (4-fluoro-N-methyl-2-nitrobenzamide), FC1=CC(=C(C(=O)NC)C=C1)[N+](=O)[O-] (4-fluoro-N-methyl-2-nitrobenzamide), N12CCNC(CC1)CC2 (1,4-diazabicyclo[3.2.2]nonane), C([O-])([O-])=O.[K+].[K+] (potassium carbonate). Run in CS(=O)C (dimethylsulfoxide). Conditions: temperature 90 celsius. The product is N12CCN(C(CC1)CC2)C2=CC(=C(C(=O)NC)C=C2)[N+](=O)[O-] (4-(1,4-diazabicyclo[3.2.2]nonan-4-yl)-N-methyl-2-nitrobenzamide). Isolated yield 81.8%. Reaction SMILES: F[C:2]1[CH:11]=[CH:10][C:5]([C:6]([NH:8][CH3:9])=[O:7])=[C:4]([N+:12]([O-:14])=[O:13])[CH:3]=1.[N:15]12[CH2:23][CH2:22][CH:19]([CH2:20][CH2:21]1)[NH:18][CH2:17][CH2:16]2.C(=O)([O-])[O-].[K+].[K+]>CS(C)=O>[N:15]12[CH2:23][CH2:22][CH:19]([CH2:20][CH2:21]1)[N:18]([C:2]1[CH:11]=[CH:10][C:5]([C:6]([NH:8][CH3:9])=[O:7])=[C:4]([N+:12]([O-:14])=[O:13])[CH:3]=1)[CH2:17][CH2:16]2 |f:2.3.4|. Procedure details: To a solution of 4-fluoro-N-methyl-2-nitrobenzamide (Intermediate 3L) (0.65 g, 3.3 mmol) in dimethylsulfoxide (50 mL) was added 1,4-diazabicyclo[3.2.2]nonane (0.62 g, 4.9 mmol) and potassium carbonate (1.36 g, 9.8 mmol). The resulting suspension was heated at 90° C. for 4 days. The mixture was filtered and the filtrate purified using a 20 g SCX cartridge to afford 4-(1,4-diazabicyclo[3.2.2]nonan-4-yl)-N-methyl-2-nitrobenzamide (0.8 g, 2.7 mmol). Reactants: CCOC(=O)c1cnc2[nH]ccc2c1NC1CCCCC1C, CN(C)C=O, CCOC(C)=O, C[Si](C)(C)CCOCCl, [H-], [Na+], O. Yields the product CCOC(=O)c1cnc2c(ccn2COCC[Si](C)(C)C)c1NC1CCCCC1C. RXN SMILES: [CH3:1][CH:2]1[CH:3]([NH:8][c:9]2[c:10]3[c:11]([n:12][cH:13][c:14]2[C:15](=[O:16])[O:17][CH2:18][CH3:19])[nH:20][cH:21][cH:22]3)[CH2:4][CH2:5][CH2:6][CH2:7]1.[CH3:35][N:36]([CH3:37])[CH:38]=[O:39].[CH3:40][CH2:41][O:42][C:43]([CH3:44])=[O:45].[Cl:25][CH2:26][O:27][CH2:28][CH2:29][Si:30]([CH3:31])([CH3:32])[CH3:33].[H-:23].[Na+:24].[OH2:34]>>[CH3:1][CH:2]1[CH:3]([NH:8][c:9]2[c:10]3[c:11]([n:12][cH:13][c:14]2[C:15](=[O:16])[O:17][CH2:18][CH3:19])[n:20]([CH2:26][O:27][CH2:28][CH2:29][Si:30]([CH3:31])([CH3:32])[CH3:33])[cH:21][cH:22]3)[CH2:4][CH2:5][CH2:6][CH2:7]1.